Dataset: the Open Reaction Database (ORD), a public repository of structured organic reaction records. Task: describe an organic reaction: reactants, conditions, products, and yield Reactants: CCOC(=O)C(Cc1ccccc1)C(=O)OCC, CCO, [K+], [OH-]. Product: CCOC(=O)C(Cc1ccccc1)C(=O)O. RXN SMILES: [CH2:1]([CH3:2])[O:3][C:4]([CH:5]([C:6](=[O:7])[O:8][CH2:9][CH3:10])[CH2:11][c:12]1[cH:13][cH:14][cH:15][cH:16][cH:17]1)=[O:18].[CH3:21][CH2:22][OH:23].[K+:20].[OH-:19]>>[CH2:1]([CH3:2])[O:3][C:4]([CH:5]([C:6](=[O:7])[OH:8])[CH2:11][c:12]1[cH:13][cH:14][cH:15][cH:16][cH:17]1)=[O:18]. Starting materials: COC(=O)c1cc(Cl)ccc1CBr, CN(C)C=O, Oc1cncc(F)c1, [H-], [Na+]. Yields the product COC(=O)c1cc(Cl)ccc1COc1cncc(F)c1. Reaction SMILES: [Br:11][CH2:12][c:13]1[c:14]([C:15](=[O:16])[O:17][CH3:18])[cH:19][c:20]([Cl:23])[cH:21][cH:22]1.[CH3:24][N:25]([CH3:26])[CH:27]=[O:28].[F:1][c:2]1[cH:3][n:4][cH:5][c:6]([OH:8])[cH:7]1.[H-:9].[Na+:10]>>[F:1][c:2]1[cH:3][n:4][cH:5][c:6]([O:8][CH2:12][c:13]2[c:14]([C:15](=[O:16])[O:17][CH3:18])[cH:19][c:20]([Cl:23])[cH:21][cH:22]2)[cH:7]1. The reactants are [NH4+].[Cl-] (NH4Cl), C(CCC)[Li] (n-Butyllithium), FC=1C=C(C=CC1)N(C(C1=CC(=CC=C1)I)=O)C (N-(3-fluorophenyl)-3-iodo-N-methylbenzamide), C(C)(C)(C)OC(=O)N1CCC(CC1)C(C1=CC(=CC=C1)O[Si](C)(C)C(C)(C)C)=O (4-[3-(tert-butyl-dimethyl-silanyloxy)benzoyl]-piperidine-1-carboxylic acid tert-butyl ester). The solvent is C1CCOC1 (THF), O (water). Conditions: time 8 hour. Yields the product C(C)(C)(C)OC(=O)N1CCC(CC1)C(O)(C1=CC(=CC=C1)C(N(C)C1=CC(=CC=C1)F)=O)C1=CC(=CC=C1)O[Si](C)(C)C(C)(C)C (4-([3-(tert-butyldimethylsilanyloxy)phenyl]{3-[N-(3-fluorophenyl)-N-methylcarbamoyl]phenyl}hydroxymethyl)piperidine-1-carboxylic acid tert-butyl ester). Isolated yield 41.7%. RXN SMILES: C([Li])CCC.[F:6][C:7]1[CH:8]=[C:9]([N:13]([CH3:23])[C:14](=[O:22])[C:15]2[CH:20]=[CH:19][CH:18]=[C:17](I)[CH:16]=2)[CH:10]=[CH:11][CH:12]=1.[C:24]([O:28][C:29]([N:31]1[CH2:36][CH2:35][CH:34]([C:37](=[O:52])[C:38]2[CH:43]=[CH:42][CH:41]=[C:40]([O:44][Si:45]([C:48]([CH3:51])([CH3:50])[CH3:49])([CH3:47])[CH3:46])[CH:39]=2)[CH2:33][CH2:32]1)=[O:30])([CH3:27])([CH3:26])[CH3:25].[NH4+].[Cl-]>C1COCC1.O>[C:24]([O:28][C:29]([N:31]1[CH2:32][CH2:33][CH:34]([C:37]([C:38]2[CH:43]=[CH:42][CH:41]=[C:40]([O:44][Si:45]([C:48]([CH3:51])([CH3:50])[CH3:49])([CH3:46])[CH3:47])[CH:39]=2)([C:17]2[CH:18]=[CH:19][CH:20]=[C:15]([C:14](=[O:22])[N:13]([C:9]3[CH:10]=[CH:11][CH:12]=[C:7]([F:6])[CH:8]=3)[CH3:23])[CH:16]=2)[OH:52])[CH2:35][CH2:36]1)=[O:30])([CH3:27])([CH3:26])[CH3:25] |f:3.4|. Procedure details: n-Butyllithium (1.61 mL of 1.92 M solution; 3.10 mmol) was added to a mixture of N-(3-fluorophenyl)-3-iodo-N-methylbenzamide (1.0 g; 2.82 mmol) and 4-[3-(tert-butyl-dimethyl-silanyloxy)benzoyl]-piperidine-1-carboxylic acid tert-butyl ester (1.182 g; 2.82 mmol) in THF (150 mL) at −78° C. under nitrogen in one portion. The reaction was stirred under nitrogen overnight while the temperature warmed to room temperature. Saturated NH4Cl solution (25 mL) was added to the reaction mixture, followed by t...